Dataset: the Open Reaction Database (ORD), a public repository of structured organic reaction records. Task: describe an organic reaction: reactants, conditions, products, and yield The reactants are CC(C(=O)O)=CCCC(=CCCC(=CCCC(=CCCC(=CCCC(C)=O)C)C)C)C (2,6,10,14,18-pentamethyl-22-oxo-2,6,10,14,18-tricosapentaenoic acid), N1CCCC1 (pyrrolidine). The product is CC(C(=O)N1CCCC1)=CCCC(=CCCC(=CCCC(=CCCC(=CCCC(C)=O)C)C)C)C (N-(2,6,10,14,18-pentamethyl-22-oxo-2,6,10,14,18-tricosapentaenoyl)pyrrolidine). Reaction SMILES: [CH3:1][C:2](=[CH:6][CH2:7][CH2:8][C:9]([CH3:31])=[CH:10][CH2:11][CH2:12][C:13]([CH3:30])=[CH:14][CH2:15][CH2:16][C:17]([CH3:29])=[CH:18][CH2:19][CH2:20][C:21]([CH3:28])=[CH:22][CH2:23][CH2:24][C:25](=[O:27])[CH3:26])[C:3]([OH:5])=O.[NH:32]1[CH2:36][CH2:35][CH2:34][CH2:33]1>>[CH3:1][C:2](=[CH:6][CH2:7][CH2:8][C:9]([CH3:31])=[CH:10][CH2:11][CH2:12][C:13]([CH3:30])=[CH:14][CH2:15][CH2:16][C:17]([CH3:29])=[CH:18][CH2:19][CH2:20][C:21]([CH3:28])=[CH:22][CH2:23][CH2:24][C:25](=[O:27])[CH3:26])[C:3]([N:32]1[CH2:36][CH2:35][CH2:34][CH2:33]1)=[O:5]. Procedure: Starting materials: 2,6,10,14,18-pentamethyl-22-oxo-2,6,10,14,18-tricosapentaenoic acid and pyrrolidine. Reactants: COCOC1=CC=C(C=O)C=C1 (4-(methoxymethoxy)benzaldehyde), [C-]#N.[K+] (potassium cyanide), S(=O)(=O)([O-])[O-].[NH4+].[NH4+] (ammonium sulphate). Solvent: O (water), C(C)O (ethanol), O (water). Reaction conditions: time 2 hour. Product: COCOC1=CC=C(C=C1)C(=O)C(O)C1=CC=C(C=C1)OCOC (4,4'-Di(methoxymethoxy)benzoin). RXN SMILES: [CH3:1][O:2][CH2:3][O:4][C:5]1[CH:12]=[CH:11][C:8]([CH:9]=[O:10])=[CH:7][CH:6]=1.[C-]#N.[K+].S([O-])([O-])(=O)=O.[NH4+].[NH4+]>O.C(O)C>[CH3:1][O:2][CH2:3][O:4][C:5]1[CH:12]=[CH:11][C:8]([C:9]([CH:9]([C:8]2[CH:7]=[CH:6][C:5]([O:4][CH2:3][O:2][CH3:1])=[CH:12][CH:11]=2)[OH:10])=[O:10])=[CH:7][CH:6]=1 |f:1.2,3.4.5|. Procedure details: A mixture of 4-(methoxymethoxy)benzaldehyde (47 g) and potassium cyanide (6.5 g) in water (40 ml) and ethanol (52 ml) was refluxed with stirring for 21/2 hours. The resulting solution was cooled and poured into a solution of ammonium sulphate (300 g) in water (600 ml). The mixture was extracted with diethyl ether, and the ethereal solution was washed twice with water and dried over anhydrous MgSO4. Removal of the ether by distillation left 40 g of a light-brown oil. Thin layer chromatography sho... Reactants: C(=O)(OC)COC1=CC=C(C=C1)CC(C)N(CC(C=1N=C(SC1)C(F)(F)F)O)CCO (N-[2-(4-carbomethoxymethoxyphenyl)-1-methylethyl]-N-(2-hydroxyethyl)-2-hydroxy-2-(2-trifluoromethyl-thiazol-4yl)ethanamine), [OH-].[Na+] (sodium hydroxide), Cl (hydrochloric acid). The solvent is CO (methanol). The product is C(=O)(O)COC1=CC=C(C=C1)CC(C)N(CC(C=1N=C(SC1)C(F)(F)F)O)CCO (N-[2-(4-Carboxymethoxyphenyl)-1-methylethyl]-N-(2-hydroxyethyl)-2-hydroxy-2-(2-trifluoromethyl-thiazol-4-yl)ethanamine). RXN SMILES: [C:1]([CH2:5][O:6][C:7]1[CH:12]=[CH:11][C:10]([CH2:13][CH:14]([N:16]([CH2:29][CH2:30][OH:31])[CH2:17][CH:18]([OH:28])[C:19]2[N:20]=[C:21]([C:24]([F:27])([F:26])[F:25])[S:22][CH:23]=2)[CH3:15])=[CH:9][CH:8]=1)([O:3]C)=[O:2].[OH-].[Na+].Cl>CO>[C:1]([CH2:5][O:6][C:7]1[CH:12]=[CH:11][C:10]([CH2:13][CH:14]([N:16]([CH2:29][CH2:30][OH:31])[CH2:17][CH:18]([OH:28])[C:19]2[N:20]=[C:21]([C:24]([F:27])([F:25])[F:26])[S:22][CH:23]=2)[CH3:15])=[CH:9][CH:8]=1)([OH:3])=[O:2] |f:1.2|. Reported procedure: Prepared by analogy to Example 16 by reaction of N-[2-(4-carbomethoxymethoxyphenyl)-1-methylethyl]-N-(2-hydroxyethyl)-2-hydroxy-2-(2-trifluoromethyl-thiazol-4yl)ethanamine in methanol with 1N sodium hydroxide solution. After the mixture has been neutralised with 1N hydrochloric acid it is evaporated to dryness, treated with 10 ml of ethanol, and the inorganic residues are removed by filtration. The ethanol phase is diluted with 60 ml of methylene chloride and again filtered. The mother liquor is... Reactants: [F-].C(CCC)[N+](CCCC)(CCCC)CCCC (tetrabutylammonium flouride), BrC1=C(C#N)C(=CC(=C1OC)OC)[N+](=O)[O-] (2-bromo-3,4-dimethoxy-6-nitrobenzonitrile). Solvent: C(C)(=O)OCC (ethyl acetate). Yields the product BrC1=C(C#N)C(=CC(=C1OC)OC)F (2-bromo-6-fluoro-3,4-dimethoxybenzonitrile). Yield: 85.0%. RXN SMILES: [F-:1].C([N+](CCCC)(CCCC)CCCC)CCC.[Br:19][C:20]1[C:27]([O:28][CH3:29])=[C:26]([O:30][CH3:31])[CH:25]=[C:24]([N+]([O-])=O)[C:21]=1[C:22]#[N:23]>C(OCC)(=O)C>[Br:19][C:20]1[C:27]([O:28][CH3:29])=[C:26]([O:30][CH3:31])[CH:25]=[C:24]([F:1])[C:21]=1[C:22]#[N:23] |f:0.1|. Reported procedure: A partially dried solution of tetrabutylammonium flouride (24 ml, 1M in THF stored over 4A sieves) was added to 2-bromo-3,4-dimethoxy-6-nitrobenzonitrile (prepared according to step (c), 1.73 g, 6.02 mmol) with stirring at room temperature. After 1 hour ethyl acetate was added and the mixture washed with 1M aqueous HCl (50 ml). The aqueous wash was extracted with ethyl acetate (50 ml) and the combined organics then washed with aqueous NaHCO3 (50 ml) before being dried over MgSO4 and concentrated...